Dataset: the Open Reaction Database (ORD), a public repository of structured organic reaction records. Task: describe an organic reaction: reactants, conditions, products, and yield Reactants: CN1N=C(C=C(C1=O)C1=NOC(C1)C1=CC=CC=C1)C(=O)OC (methyl 1-methyl-6-oxo-5-(5-phenyl-4,5-dihydroisoxazol-3-yl)-1,6-dihydropyridazine-3-carboxylate), [OH-].[Li+] (lithium hydroxide). The solvent is O (water), CO (methanol), C1CCOC1 (THF). Run at time 3 hour. The product is CN1N=C(C=C(C1=O)C1=NOC(C1)C1=CC=CC=C1)C(=O)O (1-methyl-6-oxo-5-(5-phenyl-4,5-dihydroisoxazol-3-yl)-1,6-dihydropyridazine-3-carboxylic acid). Isolated yield 78.6%. Reaction SMILES: [CH3:1][N:2]1[C:7](=[O:8])[C:6]([C:9]2[CH2:13][CH:12]([C:14]3[CH:19]=[CH:18][CH:17]=[CH:16][CH:15]=3)[O:11][N:10]=2)=[CH:5][C:4]([C:20]([O:22]C)=[O:21])=[N:3]1.[OH-].[Li+]>CO.C1COCC1.O>[CH3:1][N:2]1[C:7](=[O:8])[C:6]([C:9]2[CH2:13][CH:12]([C:14]3[CH:19]=[CH:18][CH:17]=[CH:16][CH:15]=3)[O:11][N:10]=2)=[CH:5][C:4]([C:20]([OH:22])=[O:21])=[N:3]1 |f:1.2|. Reported procedure: To a solution of methyl 1-methyl-6-oxo-5-(5-phenyl-4,5-dihydroisoxazol-3-yl)-1,6-dihydropyridazine-3-carboxylate (200 mg, 0.638 mmol, Preparation #33) in a mixture of methanol (2 mL) and THF (4 mL) was added lithium hydroxide (30.6 mg, 1.277 mmol, Spectrochem) dissolved in water (2 mL). The reaction mixture was stirred at RT for about 3 h. The reaction mixture was concentrated under vacuum and dissolved in water (10 mL). Further it was acidified to pH 2 with 2N HCl and the solids obtained were c... Reactants: COC(=O)C=1C(N=C(NC1C)C=1SC=CN1)C1=C(C=C(C=C1)F)Cl (4-(2-chloro-4-fluoro-phenyl)-6-methyl-2-thiazol-2-yl-1,4-dihydro-pyrimidine-5-carboxylic acid methyl ester), FC=1C=C(C=O)C=CC1F (3,4-difluoro-benzaldehye). Yields the product COC(=O)C=1C(N=C(NC1C)C=1SC=CN1)C1=CC(=C(C=C1)F)F (4-(3,4-difluoro-phenyl)-6-methyl-2-thiazol-2-yl-1,4-dihydro-pyrimidine-5-carboxylic acid methyl ester). As a reaction SMILES: [CH3:1][O:2][C:3]([C:5]1[CH:6]([C:17]2[CH:22]=[CH:21][C:20]([F:23])=[CH:19][C:18]=2Cl)[N:7]=[C:8]([C:12]2[S:13][CH:14]=[CH:15][N:16]=2)[NH:9][C:10]=1[CH3:11])=[O:4].[F:25]C1C=C(C=CC=1F)C=O>>[CH3:1][O:2][C:3]([C:5]1[CH:6]([C:17]2[CH:22]=[CH:21][C:20]([F:23])=[C:19]([F:25])[CH:18]=2)[N:7]=[C:8]([C:12]2[S:13][CH:14]=[CH:15][N:16]=2)[NH:9][C:10]=1[CH3:11])=[O:4]. Procedure: Compound D was prepared in analogy to Compound B with the procedure shown in Scheme 3 by using 3,4-difluoro-benzaldehye instead of 2-chloro-5-fluorobenzaldehyde.